Dataset: the Open Reaction Database (ORD), a public repository of structured organic reaction records. Task: describe an organic reaction: reactants, conditions, products, and yield Reactants: C(=O)([O-])[O-].[K+].[K+] (K2CO3), COC(CC1=CC=C(C=C1)O)=O ((4-Hydroxy-phenyl)-acetic acid methyl ester), C(C1=CC=CC=C1)Cl (Benzyl chloride). Solvent: CN(C)C=O (DMF). Conditions: time 12 hour. Product: COC(CC1=CC=C(C=C1)OCC1=CC=CC=C1)=O ((4-benzyloxy-phenyl)-acetic acid methyl ester). Yield: 90.7%. Reaction SMILES: [CH3:1][O:2][C:3](=[O:12])[CH2:4][C:5]1[CH:10]=[CH:9][C:8]([OH:11])=[CH:7][CH:6]=1.C([O-])([O-])=O.[K+].[K+].[CH2:19](Cl)[C:20]1[CH:25]=[CH:24][CH:23]=[CH:22][CH:21]=1>CN(C=O)C>[CH3:1][O:2][C:3](=[O:12])[CH2:4][C:5]1[CH:10]=[CH:9][C:8]([O:11][CH2:19][C:20]2[CH:25]=[CH:24][CH:23]=[CH:22][CH:21]=2)=[CH:7][CH:6]=1 |f:1.2.3|. Procedure: (4-Hydroxy-phenyl)-acetic acid methyl ester (1.0 g, 6.02 mmol) was dissolved in DMF (10 mL), and K2CO3(2.5 g, 18.06 mmol) was added thereto. Benzyl chloride (0.83 mL, 7.22 mmol) was added slowly thereto, and the mixture was stirred at 40˜50° C. for 12 hours. The reactant was cooled and concentrated under reduced pressure. The residue was added with water and then extracted with EtOAc. The organic layer was concentrated under reduced pressure, and the residue was purified by column chromatography... Starting materials: C(C)OC([C@H](CC1=CC=C(C=C1)OCCCBr)OC)=O ((2S)-3-[4-(3-Bromo-propoxy)-phenyl]-2-methoxy-propionic acid ethyl ester), OC1=CC=C(C=C1)NC(C1=C(C=CC=C1)OC)=O (N-(4-Hydroxy-phenyl)-2-methoxy-benzamide), [OH-].[Na+] (NaOH). Yields the product CO[C@H](C(=O)O)CC1=CC=C(C=C1)OCCCOC1=CC=C(C=C1)NC(C1=C(C=CC=C1)OC)=O ((2S)-2-Methoxy-3-(4-{3-[4-(2-methoxy-benzoylamino)-phenoxy]-propoxy}-phenyl)-propionic acid). Reaction SMILES: C([O:3][C:4](=[O:20])[C@@H:5]([O:18][CH3:19])[CH2:6][C:7]1[CH:12]=[CH:11][C:10]([O:13][CH2:14][CH2:15][CH2:16]Br)=[CH:9][CH:8]=1)C.[OH:21][C:22]1[CH:27]=[CH:26][C:25]([NH:28][C:29](=[O:38])[C:30]2[CH:35]=[CH:34][CH:33]=[CH:32][C:31]=2[O:36][CH3:37])=[CH:24][CH:23]=1.[OH-].[Na+]>>[CH3:19][O:18][C@@H:5]([CH2:6][C:7]1[CH:8]=[CH:9][C:10]([O:13][CH2:14][CH2:15][CH2:16][O:21][C:22]2[CH:23]=[CH:24][C:25]([NH:28][C:29](=[O:38])[C:30]3[CH:35]=[CH:34][CH:33]=[CH:32][C:31]=3[O:36][CH3:37])=[CH:26][CH:27]=2)=[CH:11][CH:12]=1)[C:4]([OH:3])=[O:20] |f:2.3|. Reported procedure: (2S)-3-[4-(3-Bromo-propoxy)-phenyl]-2-methoxy-propionic acid ethyl ester, from Example 173, Step A was treated with N-(4-Hydroxy-phenyl)-2-methoxy-benzamide from Step A under the Standard Procedure J. The compound thus obtained was allowed to react under Standard hydrolysis procedure C (NaOH) to give the title compound. MS(ES) for C27H29NO7 [+H]+: 480. Reactants: [Cl-].[Al+3].[Cl-].[Cl-] (Aluminium chloride), ice, FC=1C=C(NC(CCCl)=O)C=CC1F (3',4'-difluoro-3-chloropropionanilide), FC=1C=C(NC(CCCl)=O)C=CC1F (3',4'-difluoro-3-chloropropionanilide), [Cl-].[Al+3].[Cl-].[Cl-] (aluminium chloride). The solvent is Cl (hydrochloric acid). Reaction conditions: temperature 110 celsius, time 2 minute. Product: FC=1C=C2CCC(NC2=CC1F)=O (6,7-Difluoro-1,4-dihydrocarbostyril). Isolated yield 235.5%. As a reaction SMILES: [Cl-].[Al+3].[Cl-].[Cl-].[F:5][C:6]1[CH:7]=[C:8]([CH:15]=[CH:16][C:17]=1[F:18])[NH:9][C:10](=[O:14])[CH2:11][CH2:12]Cl>Cl>[F:18][C:17]1[CH:16]=[C:15]2[C:8](=[CH:7][C:6]=1[F:5])[NH:9][C:10](=[O:14])[CH2:11][CH2:12]2 |f:0.1.2.3|. Procedure details: Aluminium chloride (134 g) is added with vigorous stirring to 3',4'-difluoro-3-chloropropionanilide (67 g) and then, after approximately 2 minutes, 3',4'-difluoro-3-chloropropionanilide (135.9 g) and aluminium chloride (272 g) are added again in small portions in the course of 15 minutes. The temperature rises spontaneously to approximately 60° C. and the reaction mixture becomes liquid. The mixture is then heated to 110° C. in the course of 20 minutes and maintained at between 110° C. and 120° ... Reactants: [BH4-], CCO, O=CCc1ccc(OC(F)F)cc1, [Na+]. As a reaction SMILES: [BH4-:14].[CH3:16][CH2:17][OH:18].[F:1][CH:2]([O:3][c:4]1[cH:5][cH:6][c:7]([CH2:10][CH:11]=[O:12])[cH:8][cH:9]1)[F:13].[Na+:15]>>[F:1][CH:2]([O:3][c:4]1[cH:5][cH:6][c:7]([CH2:10][CH2:11][OH:12])[cH:8][cH:9]1)[F:13]. Product: OCCc1ccc(OC(F)F)cc1. The reactants are COc1ccc(CCl)cc1, [H-], [Na+], CN(C)C=O, c1ccc(-c2c[nH]cn2)cc1. Yields the product COc1ccc(Cn2cnc(-c3ccccc3)c2)cc1. As a reaction SMILES: [CH3:14][O:15][c:16]1[cH:17][cH:18][c:19]([CH2:20][Cl:21])[cH:22][cH:23]1.[H-:13].[Na+:12].[O:24]=[CH:25][N:26]([CH3:27])[CH3:28].[c:1]1(-[c:7]2[n:8][cH:9][nH:10][cH:11]2)[cH:2][cH:3][cH:4][cH:5][cH:6]1>>[c:1]1(-[c:7]2[n:8][cH:9][n:10]([CH2:20][c:19]3[cH:18][cH:17][c:16]([O:15][CH3:14])[cH:23][cH:22]3)[cH:11]2)[cH:2][cH:3][cH:4][cH:5][cH:6]1. Reactants: O (Water), OC=1C=C(C=O)C=CC1 (3-hydroxybenzaldehyde), BrBr (bromine). Run in C(C)(=O)O (acetic acid), C(Cl)(Cl)Cl (chloroform), C(Cl)(Cl)Cl (chloroform). Run at time 8 hour. Yields the product BrC1=C(C=O)C=C(C=C1)O (2-bromo-5-hydroxy benzaldehyde). Isolated yield 37.1%. RXN SMILES: [OH:1][C:2]1[CH:3]=[C:4]([CH:7]=[CH:8][CH:9]=1)[CH:5]=[O:6].[Br:10]Br.O>C(Cl)(Cl)Cl.C(O)(=O)C>[Br:10][C:7]1[CH:8]=[CH:9][C:2]([OH:1])=[CH:3][C:4]=1[CH:5]=[O:6]. Reported procedure: To a solution 3-hydroxybenzaldehyde (Aldrich, 101.39 g, 805 mmol) in chloroform (1000 mL), was added bromine (45 mL, 845 mmol) in chloroform (200 mL) drop wise over a period of 2 h at room temperature. The reaction mixture was stirred at room temperature overnight and filtered to collect crude 2-bromo-5-hydroxy benzaldehyde (32 g) as a dark brown solid. The filtrate was concentrated to 200 mL, filtered through a pad of Celite and silica gel (40 g) and washed with ether (1000 mL). The filtrate wa...